This data is from the Open Reaction Database (ORD), a public repository of structured organic reaction records. The task is: describe an organic reaction: reactants, conditions, products, and yield Reactants: C1COCCN1, CC#N, CCCC[Sn](CCCC)(CCCC)c1nc(Cl)c2ncn(C3CCCCO3)c2n1. Product: CCCC[Sn](CCCC)(CCCC)c1nc(N2CCOCC2)c2ncn(C3CCCCO3)c2n1. RXN SMILES: [CH2:30]1[CH2:31][O:32][CH2:33][CH2:34][NH:35]1.[CH3:36][C:37]#[N:38].[Cl:1][c:2]1[c:3]2[n:4][cH:5][n:6]([CH:24]3[O:25][CH2:26][CH2:27][CH2:28][CH2:29]3)[c:7]2[n:8][c:9]([Sn:11]([CH2:12][CH2:13][CH2:14][CH3:15])([CH2:16][CH2:17][CH2:18][CH3:19])[CH2:20][CH2:21][CH2:22][CH3:23])[n:10]1>>[c:2]1([N:35]2[CH2:30][CH2:31][O:32][CH2:33][CH2:34]2)[c:3]2[n:4][cH:5][n:6]([CH:24]3[O:25][CH2:26][CH2:27][CH2:28][CH2:29]3)[c:7]2[n:8][c:9]([Sn:11]([CH2:12][CH2:13][CH2:14][CH3:15])([CH2:16][CH2:17][CH2:18][CH3:19])[CH2:20][CH2:21][CH2:22][CH3:23])[n:10]1.